This data is from the Open Reaction Database (ORD), a public repository of structured organic reaction records. The task is: describe an organic reaction: reactants, conditions, products, and yield Starting materials: C([O-])(O)=O.[Na+] (sodium bicarbonate), ClCCCC1C(N(C1C1=CC=CC=C1)[Si](C)(C)C(C)(C)C)=O (3-(3'-Chloropropyl)-4-phenyl-1-(tert.-butyldimethylsilyl)azetidin-2-one), CCOCC (ether). Run in S(O)(O)(=O)=O (sulfuric acid), S(O)(O)(=O)=O (sulfuric acid). Yields the product ClCCCC(C(C1=CC=CC=C1)N)C(=O)OC (5-chloro-2-carbomethoxy-1-phenylpent-1-ylamine). Reaction SMILES: [Cl:1][CH2:2][CH2:3][CH2:4][CH:5]1[CH:8]([C:9]2[CH:14]=[CH:13][CH:12]=[CH:11][CH:10]=2)[N:7]([Si](C(C)(C)C)(C)C)C1=O.[C:23](=[O:26])(O)[O-:24].[Na+].[CH3:28]COCC>S(=O)(=O)(O)O>[Cl:1][CH2:2][CH2:3][CH2:4][CH:5]([C:23]([O:24][CH3:28])=[O:26])[CH:8]([NH2:7])[C:9]1[CH:14]=[CH:13][CH:12]=[CH:11][CH:10]=1 |f:1.2|. Procedure details: 3-(3'-Chloropropyl)-4-phenyl-1-(tert.-butyldimethylsilyl)azetidin-2-one (3.07 gm, 9.0 mmole) was dissolved in 10% methanolic sulfuric acid and refluxed for 16 hours. At the end of this period, the reaction mixture was cooled, the sulfuric acid was neutralized with sodium bicarbonate and the mixture was taken up in ether (2×200 ml). The ethereal solution was washed with water (2×50 ml) and dried (anhyd. magnesium sulfate). Evaporation afforded essentially pure 5-chloro-2-carbomethoxy-1-phenylpent... The reactants are CN1CC2=C(N(C=3C=CC(=CC23)C)CCC(=O)O)CC1 (3-(1,2,3,4-tetrahydro-2,8-dimethylpyrido[4,3-b]indol-5-yl)propanoic acid), CCN=C=NCCCN(C)C (EDCI), C1(CCCCC1)N (cyclohexylamine). Solvent: ClCCl (dichloromethane). Run at time 16 hour. Product: C1(CCCCC1)NC(CCN1C2=C(C=3C=C(C=CC13)C)CN(CC2)C)=O (N-cyclohexyl-3-(1,2,3,4-tetrahydro-2,8-dimethylpyrido[4,3-b]indol-5-yl)propanamide). RXN SMILES: [CH3:1][N:2]1[CH2:20][CH2:19][C:5]2[N:6]([CH2:14][CH2:15][C:16]([OH:18])=O)[C:7]3[CH:8]=[CH:9][C:10]([CH3:13])=[CH:11][C:12]=3[C:4]=2[CH2:3]1.CCN=C=NCCCN(C)C.[CH:32]1([NH2:38])[CH2:37][CH2:36][CH2:35][CH2:34][CH2:33]1>ClCCl>[CH:32]1([NH:38][C:16](=[O:18])[CH2:15][CH2:14][N:6]2[C:7]3[CH:8]=[CH:9][C:10]([CH3:13])=[CH:11][C:12]=3[C:4]3[CH2:3][N:2]([CH3:1])[CH2:20][CH2:19][C:5]2=3)[CH2:37][CH2:36][CH2:35][CH2:34][CH2:33]1. Procedure details: 3-(1,2,3,4-tetrahydro-2,8-dimethylpyrido[4,3-b]indol-5-yl)propanoic acid was mixed with EDCI (78 mg, 0.4 mmol) and cyclohexylamine in dichloromethane and the reaction mixture was stirred for 16 h to obtain N-cyclohexyl-3-(1,2,3,4-tetrahydro-2,8-dimethylpyrido[4,3-b]indol-5-yl)propanamide after purification on neutral alumina chromatography eluting with methanol-dichloromethane gradient. Reactants: COC(=O)C1Cc2cc([N+](=O)[O-])c(O)cc2CN1C(=O)OC(C)C, CO. Product: COC(=O)C1Cc2cc(N)c(O)cc2CN1C(=O)OC(C)C. Reaction SMILES: [CH3:1][O:2][C:3](=[O:4])[CH:5]1[N:6]([C:19](=[O:20])[O:21][CH:22]([CH3:23])[CH3:24])[CH2:7][c:8]2[cH:9][c:10]([OH:18])[c:11]([N+:15]([O-:16])=[O:17])[cH:12][c:13]2[CH2:14]1.[CH3:25][OH:26]>>[CH3:1][O:2][C:3](=[O:4])[CH:5]1[N:6]([C:19](=[O:20])[O:21][CH:22]([CH3:23])[CH3:24])[CH2:7][c:8]2[cH:9][c:10]([OH:18])[c:11]([NH2:15])[cH:12][c:13]2[CH2:14]1.